From a dataset of the Open Reaction Database (ORD), a public repository of structured organic reaction records. describe an organic reaction: reactants, conditions, products, and yield Reactants: C#C (acetylene), [Na] (sodium), C#C (acetylene), CCOCC (ether), C(CC)C(=O)CCC (di-n-propyl ketone), CCOCC (ether). Run in N (ammonia). Run at time 12 hour. Product: C(CC)C(C#C)(O)CCC (1,1-Di-n-propyl-2-propyn-1-ol). As a reaction SMILES: C#C.[Na].[CH2:4]([C:7]([CH2:9][CH2:10][CH3:11])=[O:8])[CH2:5][CH3:6].[CH3:12][CH2:13]OCC>N>[CH2:4]([C:7]([CH2:9][CH2:10][CH3:11])([OH:8])[C:12]#[CH:13])[CH2:5][CH3:6] |^1:2|. Procedure: To the acetylene solution in ammonia were added 23 g of finely divided sodium. The bubbling of acetylene was maintained for 1 hour after the introduction of the sodium. After that, 114 g (1 mol) of di-n-propyl ketone were added and the acetylene flow was maintained for 1 hour after which 500 ml of ether were added and the mixture was allowed to stand for 12 hours at room-temperature. It was then hydrolysed by adding damp ether followed by crushed ice. After acidification with 10% sulphuric acid,... Reactants: O=C([O-])O, CCOC(C)=O, Cl, [K+], CC(C)(C)OC(=O)NC1Cc2cccc(N3CCCC3=O)c2N(Cc2ccsc2)C1=O, O. The product is NC1Cc2cccc(N3CCCC3=O)c2N(Cc2ccsc2)C1=O. RXN SMILES: [C:33](=[O:34])([OH:35])[O-:36].[CH3:38][CH2:39][O:40][C:41](=[O:42])[CH3:43].[ClH:32].[K+:37].[O:1]=[C:2]1[N:3]([CH2:26][c:27]2[cH:28][s:29][cH:30][cH:31]2)[c:4]2[c:5]([N:20]3[C:21](=[O:25])[CH2:22][CH2:23][CH2:24]3)[cH:6][cH:7][cH:8][c:9]2[CH2:10][CH:11]1[NH:12][C:13](=[O:14])[O:15][C:16]([CH3:17])([CH3:18])[CH3:19].[OH2:44]>>[O:1]=[C:2]1[N:3]([CH2:26][c:27]2[cH:28][s:29][cH:30][cH:31]2)[c:4]2[c:5]([N:20]3[C:21](=[O:25])[CH2:22][CH2:23][CH2:24]3)[cH:6][cH:7][cH:8][c:9]2[CH2:10][CH:11]1[NH2:12]. Isolated yield 92.0%. Reactants: N[C@@H](CC1=CNC2=CC=CC=C12)C(=O)O ((S)-tryptophan), S(C)C (Me2S). Solvent: C1CCOC1 (THF). Procedure details: To a stirred solution of (S)-tryptophan (4.0 g, 20.0 mmol) in THF (100 mL) at 0° C. was slowly added BH3.Me2S complex (5.9 mL, 10M solution in THF, 59.0 mmol). The reaction mixture was heated to 70° C. for 16 h and, after cooling, the excess borane was quenched by the addition of MeOH (10 mL) at 0° C. The reaction mixture was then concentrated in vacuo and the resultant white solid was dissolved in EtOAc (100 mL) and washed with aqueous 20% NaOH solution (2×70 mL). The organic layer was then ext... The product is N[C@H](CO)CC1=CNC2=CC=CC=C12 ((2S)-2-Amino-3-(1H-indol-3-yl)propan-1-ol). Conditions: temperature 70 celsius. Reaction SMILES: [NH2:1][C@H:2]([C:13](O)=[O:14])[CH2:3][C:4]1[C:12]2[C:7](=[CH:8][CH:9]=[CH:10][CH:11]=2)[NH:6][CH:5]=1.S(C)C>C1COCC1>[NH2:1][C@@H:2]([CH2:3][C:4]1[C:12]2[C:7](=[CH:8][CH:9]=[CH:10][CH:11]=2)[NH:6][CH:5]=1)[CH2:13][OH:14]. The reactants are [Al+3], CCOCC, [H-], [H-], [H-], [H-], [Li+], CCOC(=O)NC1Cc2ccccc2C1Sc1ccccc1. Yields the product CNC1Cc2ccccc2C1Sc1ccccc1. Reaction SMILES: [Al+3:2].[CH3:29][CH2:30][O:31][CH2:32][CH3:33].[H-:1].[H-:4].[H-:5].[H-:6].[Li+:3].[c:7]1([S:13][CH:14]2[CH:15]([NH:23][C:24]([O:25][CH2:26][CH3:27])=[O:28])[CH2:16][c:17]3[cH:18][cH:19][cH:20][cH:21][c:22]32)[cH:8][cH:9][cH:10][cH:11][cH:12]1>>[c:7]1([S:13][CH:14]2[CH:15]([NH:23][CH3:24])[CH2:16][c:17]3[cH:18][cH:19][cH:20][cH:21][c:22]32)[cH:8][cH:9][cH:10][cH:11][cH:12]1.